This data is from the Open Reaction Database (ORD), a public repository of structured organic reaction records. The task is: describe an organic reaction: reactants, conditions, products, and yield The reactants are Cc1cc(NC(=O)CC(=O)c2cccc(-c3ccncc3)c2)c(NC(=O)OC(C)(C)C)cc1C(F)(F)F, ClCCl, O=C(O)C(F)(F)F. Product: Cc1cc2c(cc1C(F)(F)F)N=C(c1cccc(-c3ccncc3)c1)CC(=O)N2. RXN SMILES: [C:1]([O:2][C:3](=[O:4])[NH:7][c:8]1[c:9]([NH:19][C:20]([CH2:21][C:22](=[O:5])[c:23]2[cH:24][c:25](-[c:29]3[cH:30][cH:31][n:32][cH:33][cH:34]3)[cH:26][cH:27][cH:28]2)=[O:36])[cH:10][c:11]([CH3:18])[c:12]([C:14]([F:15])([F:16])[F:17])[cH:13]1)([CH3:6])([CH3:35])[CH3:37].[Cl:45][CH2:46][Cl:47].[F:38][C:39]([F:40])([F:41])[C:42]([OH:43])=[O:44]>>[N:7]1=[C:22]([c:23]2[cH:24][c:25](-[c:29]3[cH:30][cH:31][n:32][cH:33][cH:34]3)[cH:26][cH:27][cH:28]2)[CH2:21][C:20](=[O:36])[NH:19][c:9]2[c:8]1[cH:13][c:12]([C:14]([F:15])([F:16])[F:17])[c:11]([CH3:18])[cH:10]2. Starting materials: OBO, Brc1sc2cc(OCc3ccccc3)ccc2c1Oc1ccc(OCCN2CCCCC2)cc1, CCS(=O)(=O)c1ccccc1, CCOCC, [Na+], [Na+], O=C([O-])[O-], C1COCCO1, O, c1ccc(P(c2ccccc2)(c2ccccc2)[Pd](P(c2ccccc2)(c2ccccc2)c2ccccc2)(P(c2ccccc2)(c2ccccc2)c2ccccc2)P(c2ccccc2)(c2ccccc2)c2ccccc2)cc1. Yields the product CCS(=O)(=O)c1ccc(-c2sc3cc(OCc4ccccc4)ccc3c2Oc2ccc(OCCN3CCCCC3)cc2)cc1. RXN SMILES: [BH:41]([OH:42])[OH:43].[CH2:1]([c:2]1[cH:3][cH:4][cH:5][cH:6][cH:7]1)[O:8][c:9]1[cH:10][cH:11][c:12]2[c:13]([s:14][c:15]([Br:33])[c:16]2[O:17][c:18]2[cH:19][cH:20][c:21]([O:22][CH2:23][CH2:24][N:25]3[CH2:26][CH2:27][CH2:28][CH2:29][CH2:30]3)[cH:31][cH:32]2)[cH:34]1.[CH2:44]([CH3:45])[S:46](=[O:47])(=[O:48])[c:49]1[cH:50][cH:51][cH:52][cH:53][cH:54]1.[CH3:61][CH2:62][O:63][CH2:64][CH3:65].[Na+:35].[Na+:36].[O-:37][C:38](=[O:39])[O-:40].[O:55]1[CH2:56][CH2:57][O:58][CH2:59][CH2:60]1.[OH2:66].[cH:67]1[cH:68][cH:69][c:70]([P:71]([Pd:72]([P:73]([c:74]2[cH:75][cH:76][cH:77][cH:78][cH:79]2)([c:80]2[cH:81][cH:82][cH:83][cH:84][cH:85]2)[c:86]2[cH:87][cH:88][cH:89][cH:90][cH:91]2)([P:92]([c:93]2[cH:94][cH:95][cH:96][cH:97][cH:98]2)([c:99]2[cH:100][cH:101][cH:102][cH:103][cH:104]2)[c:105]2[cH:106][cH:107][cH:108][cH:109][cH:110]2)[P:111]([c:112]2[cH:113][cH:114][cH:115][cH:116][cH:117]2)([c:118]2[cH:119][cH:120][cH:121][cH:122][cH:123]2)[c:124]2[cH:125][cH:126][cH:127][cH:128][cH:129]2)([c:130]2[cH:131][cH:132][cH:133][cH:134][cH:135]2)[c:136]2[cH:137][cH:138][cH:139][cH:140][cH:141]2)[cH:142][cH:143]1>>[CH2:1]([c:2]1[cH:3][cH:4][cH:5][cH:6][cH:7]1)[O:8][c:9]1[cH:10][cH:11][c:12]2[c:13]([s:14][c:15](-[c:52]3[cH:51][cH:50][c:49]([S:46]([CH2:44][CH3:45])(=[O:47])=[O:48])[cH:54][cH:53]3)[c:16]2[O:17][c:18]2[cH:19][cH:20][c:21]([O:22][CH2:23][CH2:24][N:25]3[CH2:26][CH2:27][CH2:28][CH2:29][CH2:30]3)[cH:31][cH:32]2)[cH:34]1. The reactants are C1CCOC1, CC(N)(C#N)Cn1cc2ncc(Br)cc2n1, O=C(Cl)c1ccc(-c2ccccc2)cc1. The product is CC(C#N)(Cn1cc2ncc(Br)cc2n1)NC(=O)c1ccc(-c2ccccc2)cc1. As a reaction SMILES: [CH2:32]1[O:33][CH2:34][CH2:35][CH2:36]1.[NH2:16][C:17]([C:18]#[N:19])([CH2:20][n:21]1[n:22][c:23]2[c:24]([n:25][cH:26][c:27]([Br:29])[cH:28]2)[cH:30]1)[CH3:31].[c:1]1(-[c:10]2[cH:11][cH:12][cH:13][cH:14][cH:15]2)[cH:2][cH:3][c:4]([C:7](=[O:8])[Cl:9])[cH:5][cH:6]1>>[c:1]1(-[c:10]2[cH:11][cH:12][cH:13][cH:14][cH:15]2)[cH:2][cH:3][c:4]([C:7](=[O:8])[NH:16][C:17]([C:18]#[N:19])([CH2:20][n:21]2[n:22][c:23]3[c:24]([n:25][cH:26][c:27]([Br:29])[cH:28]3)[cH:30]2)[CH3:31])[cH:5][cH:6]1. Reactants: FC(C(=O)O)(F)F (trifluoroacetic acid), ClC=1C=CC2=C(N(C(N2S(=O)(=O)C2=CC=C(C=C2)OC)=O)C(C(=O)N2CCN(CC2)C2CCN(CC2)C(=O)OC(C)(C)C)C2=CC=CC=C2)C1 (tert-Butyl 4-(4-{2-[6-chloro-3-(4-methoxybenzenesulfonyl)-2-oxo-2,3-dihydrobenzimidazol-1-yl]-2-phenylacetyl}piperazin-1-yl)piperidin-1-carboxylate), Si carbonate. The solvent is ClCCl (dichloromethane). Product: ClC1=CC2=C(N(C(N2C(C(N2CCN(CC2)C2CCNCC2)=O)C2=CC=CC=C2)=O)S(=O)(=O)C2=CC=C(C=C2)OC)C=C1 (5-Chloro-1-(4-methoxybenzenesulfonyl)-3-[2-oxo-1-phenyl-2-(4-piperidin-4-ylpiperazin-1-yl)ethyl]-1,3-dihydrobenzimidazol-2-one). As a reaction SMILES: [Cl:1][C:2]1[CH:3]=[CH:4][C:5]2[N:9]([S:10]([C:13]3[CH:18]=[CH:17][C:16]([O:19][CH3:20])=[CH:15][CH:14]=3)(=[O:12])=[O:11])[C:8](=[O:21])[N:7]([CH:22]([C:44]3[CH:49]=[CH:48][CH:47]=[CH:46][CH:45]=3)[C:23]([N:25]3[CH2:30][CH2:29][N:28]([CH:31]4[CH2:36][CH2:35][N:34](C(OC(C)(C)C)=O)[CH2:33][CH2:32]4)[CH2:27][CH2:26]3)=[O:24])[C:6]=2[CH:50]=1.FC(F)(F)C(O)=O>ClCCl>[Cl:1][C:2]1[CH:3]=[CH:4][C:5]2[N:9]([S:10]([C:13]3[CH:14]=[CH:15][C:16]([O:19][CH3:20])=[CH:17][CH:18]=3)(=[O:12])=[O:11])[C:8](=[O:21])[N:7]([CH:22]([C:44]3[CH:45]=[CH:46][CH:47]=[CH:48][CH:49]=3)[C:23](=[O:24])[N:25]3[CH2:26][CH2:27][N:28]([CH:31]4[CH2:32][CH2:33][NH:34][CH2:35][CH2:36]4)[CH2:29][CH2:30]3)[C:6]=2[CH:50]=1. Procedure details: 122 mg (0.17 mmol) of tert-butyl 4-(4-{2-[6-chloro-3-(4-methoxybenzenesulfonyl)-2-oxo-2,3-dihydrobenzimidazol-1-yl]-2-phenylacetyl}piperazin-1-yl)piperidine-1-carboxylate (Example 127) were dissolved in dichloromethane (3 ml) and while stirring at room temperature, trifluoroacetic acid (3 ml) was added. The reaction solution was stirred for 2 h and then the solvent and excess trifluoroacetic acid were removed in vacuo. The residue was taken up again in toluene, concentrated in vacuo and then dri... Reactants: C1CCOC1, CO, [Li+], CCOC(=O)c1cnc2cc(CCC(C)=O)ccn12, [OH-], O=C(O)CC(O)(CC(=O)O)C(=O)O. Yields the product CC(=O)CCc1ccn2c(C(=O)O)cnc2c1. As a reaction SMILES: [CH2:35]1[O:36][CH2:37][CH2:38][CH2:39]1.[CH3:40][OH:41].[Li+:21].[O:1]=[C:2]([CH2:3][CH2:4][c:5]1[cH:6][c:7]2[n:8]([cH:9][cH:10]1)[c:11]([C:14](=[O:15])[O:16][CH2:17][CH3:18])[cH:12][n:13]2)[CH3:19].[OH-:20].[OH:22][C:23]([CH2:24][C:25]([C:26](=[O:27])[OH:28])([CH2:29][C:30](=[O:31])[OH:32])[OH:33])=[O:34]>>[O:1]=[C:2]([CH2:3][CH2:4][c:5]1[cH:6][c:7]2[n:8]([cH:9][cH:10]1)[c:11]([C:14](=[O:15])[OH:16])[cH:12][n:13]2)[CH3:19].